This data is from the Open Reaction Database (ORD), a public repository of structured organic reaction records. The task is: describe an organic reaction: reactants, conditions, products, and yield The reactants are COC=1C=C(C=CC1OC)CCN (3,4-dimethoxyphenylethylamine), C1(=CC=CC=C1)CCC(=O)Cl (3-phenyl propionyl chloride). Product: COC=1C=C(C=CC1OC)CCNC(CCC1=CC=CC=C1)=O (N-[2-(3,4-Dimethoxy-phenyl)-ethyl]-3-phenyl-propionamide). RXN SMILES: [CH3:1][O:2][C:3]1[CH:4]=[C:5]([CH2:11][CH2:12][NH2:13])[CH:6]=[CH:7][C:8]=1[O:9][CH3:10].[C:14]1([CH2:20][CH2:21][C:22](Cl)=[O:23])[CH:19]=[CH:18][CH:17]=[CH:16][CH:15]=1>>[CH3:1][O:2][C:3]1[CH:4]=[C:5]([CH2:11][CH2:12][NH:13][C:22](=[O:23])[CH2:21][CH2:20][C:14]2[CH:19]=[CH:18][CH:17]=[CH:16][CH:15]=2)[CH:6]=[CH:7][C:8]=1[O:9][CH3:10]. Procedure: prepared by reaction of 3,4-dimethoxyphenylethylamine with 3-phenyl propionyl chloride. RXN SMILES: [CH3:12][c:13]1[o:14][c:15]([CH3:21])[cH:16][c:17]1[C:18](=[O:19])[Cl:20].[CH3:22][c:23]1[cH:24][cH:25][cH:26][cH:27][cH:28]1.[NH2:1][CH:2]1[CH2:3][C:4]([CH3:10])([CH3:11])[NH:5][C:6]([CH3:8])([CH3:9])[CH2:7]1>>[NH:1]([CH:2]1[CH2:3][C:4]([CH3:10])([CH3:11])[NH:5][C:6]([CH3:8])([CH3:9])[CH2:7]1)[C:18]([c:17]1[c:13]([CH3:12])[o:14][c:15]([CH3:21])[cH:16]1)=[O:19]. The reactants are Cc1cc(C(=O)Cl)c(C)o1, Cc1ccccc1, CC1(C)CC(N)CC(C)(C)N1. Yields the product Cc1cc(C(=O)NC2CC(C)(C)NC(C)(C)C2)c(C)o1. Starting materials: ClC=1C=CC2=C(N=C(O2)NC[C@H]2N(CCC[C@H]2C)C(=O)OCC=C)C1 ((2S,3R)-allyl 2-(((5-chlorobenzo[d]oxazol-2-yl)amino)methyl)-3-methylpiperidine-1-carboxylate), NC[C@H]1N(CCC[C@H]1C)C(=O)C1=NC(=CC=C1N1N=CC=N1)C (((2S,3R)-2-(aminomethyl)-3-methylpiperidin-1-yl)(6-methyl-3-(2H-1,2,3-triazol-2-yl)pyridin-2-yl)methanone). Product: ClC=1C=CC2=C(N=C(O2)NC[C@H]2N(CCC[C@H]2C)C(=O)C2=NC(=CC=C2N2N=CC=N2)C)C1 (((2S,3R)-2-(((5-Chlorobenzo[d]oxazol-2-yl)amino)methyl)-3-methylpiperidin-1-yl)(6-methyl-3-(2H-1,2,3-triazol-2-yl)pyridin-2-yl)methanone). RXN SMILES: [Cl:1][C:2]1[CH:3]=[CH:4][C:5]2[O:9][C:8]([NH:10][CH2:11][C@@H:12]3[C@H:17]([CH3:18])[CH2:16][CH2:15][CH2:14][N:13]3[C:19]([O:21]CC=C)=O)=[N:7][C:6]=2[CH:25]=1.NC[C@@H]1[C@H](C)CCCN1C([C:37]1[C:42]([N:43]2[N:47]=[CH:46][CH:45]=[N:44]2)=[CH:41][CH:40]=[C:39]([CH3:48])[N:38]=1)=O>>[Cl:1][C:2]1[CH:3]=[CH:4][C:5]2[O:9][C:8]([NH:10][CH2:11][C@@H:12]3[C@H:17]([CH3:18])[CH2:16][CH2:15][CH2:14][N:13]3[C:19]([C:37]3[C:42]([N:43]4[N:44]=[CH:45][CH:46]=[N:47]4)=[CH:41][CH:40]=[C:39]([CH3:48])[N:38]=3)=[O:21])=[N:7][C:6]=2[CH:25]=1. Procedure: The title compound was synthesized following the same general protocol as described for (2S,3R)-allyl 2-(((5-chlorobenzo[d]oxazol-2-yl)amino)methyl)-3-methylpiperidine-1-carboxylate in Example A27, using ((2S,3R)-2-(aminomethyl)-3-methylpiperidin-1-yl)(6-methyl-3-(2H-1,2,3-triazol-2-yl)pyridin-2-yl)methanone. ESI-MS (m/z): 466 [M+1]+. Starting materials: ClC1=CC=C(C=C1)C1=NN(C=C1)C1=C(C=C(C=C1Cl)[N+](=O)[O-])Cl (3-(4-chlorophenyl)-1-(2,6-dichloro-4-nitrophenyl)-pyrazole). Reaction SMILES: [Cl:1][C:2]1[CH:7]=[CH:6][C:5]([C:8]2[CH:12]=[CH:11][N:10]([C:13]3[C:18]([Cl:19])=[CH:17][C:16]([N+:20]([O-])=O)=[CH:15][C:14]=3[Cl:23])[N:9]=2)=[CH:4][CH:3]=1>C1COCC1.C(O)C.[Pt](=O)=O>[Cl:23][C:14]1[CH:15]=[C:16]([CH:17]=[C:18]([Cl:19])[C:13]=1[N:10]1[CH:11]=[CH:12][C:8]([C:5]2[CH:4]=[CH:3][C:2]([Cl:1])=[CH:7][CH:6]=2)=[N:9]1)[NH2:20] |f:1.2|. Conditions: time 2 hour. Run in C1CCOC1.C(C)O (THF ethanol). Reagents/catalysts: [Pt](=O)=O (platinum dioxide). Product: ClC=1C=C(N)C=C(C1N1N=C(C=C1)C1=CC=C(C=C1)Cl)Cl (3,5-dichloro-4-[3-(4-chlorophenyl)-1-pyrazolyl]aniline). Procedure: A solution of 3-(4-chlorophenyl)-1-(2,6-dichloro-4-nitrophenyl)-pyrazole (0.69 g, 1.87 mmol), prepared following the procedure of Example 9, in THF/ethanol (1:4; 35 ml) is treated with platinum dioxide (43 mg) and stirred under H2 at atmospheric pressure for 2 hours. The reaction mixture is filtered and concentrated to give 3,5-dichloro-4-[3-(4-chlorophenyl)-1-pyrazolyl]aniline. Reactants: C(=O)(O)[O-].[Na+] (NaHCO3), [Cl-].[Cl-].[NH3+]CC(=O)C1=CC=[NH+]C=C1 (4-(ammonioacetyl)pyridinium dichloride), ice, COC1(OC(CC1)OC)C(=O)OC (methyl 2,5-dimethoxytetrahydrofuran-2-carboxylate), C(C)(=O)[O-].[Na+] (sodium acetate). The solvent is C(Cl)Cl (CH2Cl2), C(C)(=O)O (acetic acid). Conditions: temperature 100 celsius, time 4.5 hour. Yields the product O=C(CN1C(=CC=C1)C(=O)OC)C1=CC=NC=C1 (methyl 1-[2-oxo-2-(pyridin-4-yl)ethyl]-1H-pyrrole-2-carboxylate). The yield is 11.1%. As a reaction SMILES: [Cl-].[Cl-].[NH3+:3][CH2:4][C:5]([C:7]1[CH:12]=[CH:11][NH+:10]=[CH:9][CH:8]=1)=[O:6].CO[C:15]1([C:22](OC)=O)[CH2:19][CH2:18][CH:17]([O:20][CH3:21])[O:16]1.C([O-])(=O)C.[Na+].C([O-])(O)=O.[Na+]>C(O)(=O)C.C(Cl)Cl>[O:6]=[C:5]([C:7]1[CH:12]=[CH:11][N:10]=[CH:9][CH:8]=1)[CH2:4][N:3]1[CH:22]=[CH:15][CH:19]=[C:18]1[C:17]([O:20][CH3:21])=[O:16] |f:0.1.2,4.5,6.7|. Procedure details: 4-(ammonioacetyl)pyridinium dichloride (crude, 100 mg, 0.48 mmol), methyl 2,5-dimethoxytetrahydrofuran-2-carboxylate (99 mg, 0.52 mmol) and sodium acetate (157 mg, 1.9 mmol) were suspended in glacial acetic acid (1.5 mL) and the mixture heated at 100° C. After 4.5 hours the dark mixture was allowed to cool to room temperature and ice (5 g) was added. The mixture was neutralised with solid NaHCO3 and allowed at room temperature. The resulting suspension was diluted with CH2Cl2 (5 mL), filtered an... Reactants: Cl (hydrochloric acid), N(=O)OCCCC (n-butyl nitrite), C[O-].[Na+] (sodium methylate), CON=C(C)C(CC)=O (pentane-2,3-dione 2-(O-methyl oxime)). Run in CO (methanol), CO (methanol). Reaction conditions: time 12 hour. The product is CON=C(C(C(C)=NO)=O)C (pentane-2,3,4-trione 4-(O-methyl oxime)-2-oxime). RXN SMILES: [N:1](OCCCC)=[O:2].C[O-].[Na+].[CH3:11][O:12][N:13]=[C:14]([C:16](=[O:19])[CH2:17][CH3:18])[CH3:15].Cl>CO>[CH3:11][O:12][N:13]=[C:14]([CH3:15])[C:16](=[O:19])[C:17](=[N:1][OH:2])[CH3:18] |f:1.2|. Procedure: 10.3 g (0.1 mol) of n-butyl nitrite and then 54 g of a 30% strength solution of sodium methylate in methanol are carefully added dropwise at 10° C. to a solution of 12.9 g (0.1 mol) of pentane-2,3-dione 2-(O-methyl oxime) in 120 ml of methanol. The mixture is allowed to come to room temperature and is stirred for 12 hours at this temperature. The mixture is worked up by adding dilute hydrochloric acid to a pH of 7 and subsequent evaporation in vacuo. The residue is taken up in 100 ml of water an... Starting materials: C(C)(C)(C)C=1C=C(C=C(C1O)C(C)(C)C)C1=NNC2=NC(=CC=C21)C (3-(3,5-di-tertiary butyl-4-hydroxyphenyl)-6-methyl-1H-pyrazolo[3,4-b]pyridine), C([O-])([O-])=O.[K+].[K+] (potassium carbonate), C(C)(=O)OCCBr (2-bromoethyl acetate). Solvent: CN(C=O)C (dimethylformamide). Conditions: temperature 60 celsius, time 16.5 hour. The product is C(C)(=O)OCCN1N=C(C=2C1=NC(=CC2)C)C2=CC(=C(C(=C2)C(C)(C)C)O)C(C)(C)C (1-(2-acetoxyethyl)-3-(3,5-di-tertiary butyl-4-hydroxyphenyl)-6-methyl-1H-pyrazolo[-3,4-b]pyridine). The yield is 69.1%. RXN SMILES: [C:1]([C:5]1[CH:6]=[C:7]([C:16]2[C:24]3[C:19](=[N:20][C:21]([CH3:25])=[CH:22][CH:23]=3)[NH:18][N:17]=2)[CH:8]=[C:9]([C:12]([CH3:15])([CH3:14])[CH3:13])[C:10]=1[OH:11])([CH3:4])([CH3:3])[CH3:2].C(=O)([O-])[O-].[K+].[K+].[C:32]([O:35][CH2:36][CH2:37]Br)(=[O:34])[CH3:33]>CN(C)C=O>[C:32]([O:35][CH2:36][CH2:37][N:18]1[C:19]2=[N:20][C:21]([CH3:25])=[CH:22][CH:23]=[C:24]2[C:16]([C:7]2[CH:8]=[C:9]([C:12]([CH3:15])([CH3:14])[CH3:13])[C:10]([OH:11])=[C:5]([C:1]([CH3:2])([CH3:3])[CH3:4])[CH:6]=2)=[N:17]1)(=[O:34])[CH3:33] |f:1.2.3|. Procedure: To a solution of 6.8 g of the compound of Example 2 in 50 ml of dimethylformamide are added 4.1 g of potassium carbonate and 5 g of 2-bromoethyl acetate, and the mixture is stirred at 60° C. for 16.5 hours. The reaction mixture is poured into ice-cold water, and the precipitate is extracted with ethyl acetate. The extract is washed with water, dried and concentrated, and then the residue is recrystallized from hexane to give 5.9 g of 1-(2-acetoxyethyl)-3-(3,5-di-tertiary butyl-4-hydroxyphenyl)-6...